Dataset: the Open Reaction Database (ORD), a public repository of structured organic reaction records. Task: describe an organic reaction: reactants, conditions, products, and yield Starting materials: CCO, CCOC(=O)C1C(C)=CC(=O)CC1c1ccccc1F, [Na+], [OH-], O. The product is CC1=CC(=O)CC(c2ccccc2F)C1. RXN SMILES: [CH3:23][CH2:24][OH:25].[F:1][c:2]1[c:3]([CH:8]2[CH:9]([C:16]([O:17][CH2:18][CH3:19])=[O:20])[C:10]([CH3:15])=[CH:11][C:12](=[O:14])[CH2:13]2)[cH:4][cH:5][cH:6][cH:7]1.[Na+:22].[OH-:21].[OH2:26]>>[F:1][c:2]1[c:3]([CH:8]2[CH2:9][C:10]([CH3:15])=[CH:11][C:12](=[O:14])[CH2:13]2)[cH:4][cH:5][cH:6][cH:7]1. Reactants: Grignard reagent, BrC1=C2C(CC2)=CC=C1 (4-bromobenzocyclobutene), [Mg] (magnesium), COB(OC)OC (trimethylborate). Run in C1CCOC1 (THF), C1CCOC1 (THF). Reaction conditions: temperature 0 celsius. The product is C1=CC2=C1C=CC(=C2)B(O)O (4-benzocyclobuteneboronic acid). Yield: 97.4%. Reaction SMILES: Br[C:2]1[CH:9]=[CH:8][CH:7]=[C:4]2[CH2:5][CH2:6][C:3]=12.[Mg].C[O:12][B:13](OC)[O:14]C>C1COCC1>[CH:6]1[C:3]2[CH:2]=[CH:9][C:8]([B:13]([OH:14])[OH:12])=[CH:7][C:4]=2[CH:5]=1. Procedure details: The process described in Example 8 was performed with a preformed Grignard reagent from the reaction of 4-bromobenzocyclobutene (18.3 g, 0.1 mol) with magnesium turnings (2.92 g, 0.12 mol) in THF (80 mL) and trimethylborate (12.5 g, 0.12 mol) in THF (80 mL). To recover the product, the reactor was cooled to 0° C. and water (50 mL) was slowly added with vigorous stirring. The reaction was neutralized with aqueous H2SO4, and was extracted with ether (2×300 mL). The ether layer was washed with wate...